Dataset: the Open Reaction Database (ORD), a public repository of structured organic reaction records. Task: describe an organic reaction: reactants, conditions, products, and yield Reactants: COC1=CC=C(C=N1)NC1=NC=C(C=O)C=C1C1=C2N=CN(C2=NC(=N1)C)C1OCCCC1 (6-(6-Methoxypyridin-3-ylamino)-5-(2-methyl-9-(tetrahydro-2H-pyran-2-yl)-9H-purin-6-yl)nicotinaldehyde), C[Mg]Br (methylmagnesium bromide), [Cl-].[NH4+] (ammonium chloride). Reaction SMILES: [CH3:1][O:2][C:3]1[N:8]=[CH:7][C:6]([NH:9][C:10]2[C:17]([C:18]3[N:26]=[C:25]([CH3:27])[N:24]=[C:23]4[C:19]=3[N:20]=[CH:21][N:22]4[CH:28]3[CH2:33][CH2:32][CH2:31][CH2:30][O:29]3)=[CH:16][C:13]([CH:14]=[O:15])=[CH:12][N:11]=2)=[CH:5][CH:4]=1.[CH3:34][Mg]Br.[Cl-].[NH4+]>C1COCC1.O>[CH3:1][O:2][C:3]1[N:8]=[CH:7][C:6]([NH:9][C:10]2[N:11]=[CH:12][C:13]([CH:14]([OH:15])[CH3:34])=[CH:16][C:17]=2[C:18]2[N:26]=[C:25]([CH3:27])[N:24]=[C:23]3[C:19]=2[N:20]=[CH:21][N:22]3[CH:28]2[CH2:33][CH2:32][CH2:31][CH2:30][O:29]2)=[CH:5][CH:4]=1 |f:2.3|. Procedure details: 6-(6-Methoxypyridin-3-ylamino)-5-(2-methyl-9-(tetrahydro-2H-pyran-2-yl)-9H-purin-6-yl)nicotinaldehyde (641.5 mg, 1.440 mmol) was suspended in THF (14 mL) and the reaction was cooled in an ice bath under nitrogen. Then, methylmagnesium bromide (3.0 M solution in diethyl ether, 1.65 mL, 4.95 mmol) was added via syringe, and the reaction was allowed to warm up to room temperature. After 1 h and 45 min, the reaction was cooled in an ice bath and the reaction was treated with saturated ammonium chlor... Conditions: time 1 hour. Solvent: C1CCOC1 (THF), O (water). Isolated yield 109.1%. Yields the product COC1=CC=C(C=N1)NC1=C(C=C(C=N1)C(C)O)C1=C2N=CN(C2=NC(=N1)C)C1OCCCC1 (1-(6-(6-methoxypyridin-3-ylamino)-5-(2-methyl-9-(tetrahydro-2H-pyran-2-yl)-9H-purin-6-yl)pyridin-3-yl)ethanol). Reactants: C(CCCCCCCCC)C1=CC=C(C(=O)Cl)C=C1 (4-(n-decyl)benzoyl chloride), N1=C(C=CC=C1C)C (2,6-lutidine). The reagents and catalysts are [Pd] (palladium on carbon). Run in O1CCCC1 (tetrahydrofuran). The product is C(CCCCCCCCC)C1=CC=C(C=O)C=C1 (4-(n-decyl)benzaldehyde). The yield is 77.1%. Reaction SMILES: [CH2:1]([C:11]1[CH:19]=[CH:18][C:14]([C:15](Cl)=[O:16])=[CH:13][CH:12]=1)[CH2:2][CH2:3][CH2:4][CH2:5][CH2:6][CH2:7][CH2:8][CH2:9][CH3:10].N1C(C)=CC=CC=1C>[Pd].O1CCCC1>[CH2:1]([C:11]1[CH:12]=[CH:13][C:14]([CH:15]=[O:16])=[CH:18][CH:19]=1)[CH2:2][CH2:3][CH2:4][CH2:5][CH2:6][CH2:7][CH2:8][CH2:9][CH3:10]. Reported procedure: Rosenmund Reduction--Hydrogenate a mixture of 4-(n-decyl)benzoyl chloride (28 g., 0.1 mol), 10% palladium on carbon (2 g.), 2,6-lutidine (10.9 g., dried over KOH and distilled), and tetrahydrofuran (THF) (300 ml., distilled from LiAlH4) in a Paar apparatus for 30 min. at 25° C. under an H2 atmosphere (62 psi). Filter the resulting mixture and collect the catalyst. Wash the catalyst with THF. Evaporate the filtrate and partition the residue between diethyl ether and H2O. Wash the combined organic... Reactants: C1CCCC2C3CCC=CC3=CC=C12 (octahydrophenanthrene), [Cl-].[Al+3].[Cl-].[Cl-] (aluminum chloride). Run in C(Cl)Cl (methylene chloride). Conditions: temperature -10 celsius, time 4 hour. Yields the product C1CCCC2=CC=CC=C12 (tetrahydronaphthalene). As a reaction SMILES: [CH2:1]1[C:14]2[CH:5]([CH:6]3[C:11](=[CH:12][CH:13]=2)C=CCC3)[CH2:4][CH2:3][CH2:2]1.[Cl-].[Al+3].[Cl-].[Cl-]>C(Cl)Cl>[CH2:13]1[C:14]2[C:5](=[CH:4][CH:3]=[CH:2][CH:1]=2)[CH2:6][CH2:11][CH2:12]1 |f:1.2.3.4|. Procedure: 1000 g of the sym.-octahydrophenanthrene fraction of Example 1(b) and 250 ml methylene chloride were placed in a stirred flask and cooled to -10° C. Then 40 g of aluminum chloride powder were added in small quantities, while the temperature at times rose to -8° C. The mixture turning darkbrown was uniformly stirred. By crystallization of sym.-octahydroanthracene the addition of further 150 ml methylene chloride was required after about 4 hours. After an additional 2 hours 500 ml of 10 percent so... Starting materials: FC(C(=O)O)(F)F.FC(C(=O)O)(F)F.FC(C(=O)O)(F)F.ClC=1C=NC=2NC=3C=NC=C(CCC4=C(C=CC(NC1N2)=C4)OCC(N4CCNCC4)=O)C3 (6-chloro-12-(2-oxo-2-piperazin-1-ylethoxy)-2,4,8,18,22-pentaazatetracyclo[14.3.1.1(3,7).1(9,13)]docosa-1(20),3(22),4,6,9(21),10,12,16,18-nonaene tris(trifluoroacetate)), C(#N)C1=C(C=CC=C1)S(=O)(=O)Cl (2-cyanobenzenesulfonyl chloride). The product is FC(C(=O)O)(F)F.FC(C(=O)O)(F)F.ClC=1C=NC=2NC=3C=NC=C(CCC4=C(C=CC(NC1N2)=C4)OCC(=O)N4CCN(CC4)S(=O)(=O)C4=C(C#N)C=CC=C4)C3 (2-{[4-({[6-Chloro-2,4,8,18,22-pentaazatetracyclo[14.3.1.1(3,7).1(9,13)]docosa-1(20),3(22),4,6,9(21),10,12,16,18-nonaen-12-yl]oxy}acetyl)piperazin-1-yl]sulfonyl}benzonitrile bis(trifluoroacetate)). Isolated yield 50.0%. As a reaction SMILES: [F:1][C:2]([F:7])([F:6])[C:3]([OH:5])=[O:4].[F:8][C:9]([F:14])([F:13])[C:10]([OH:12])=[O:11].FC(F)(F)C(O)=O.[Cl:22][C:23]1[CH:24]=[N:25][C:26]2[NH:27][C:28]3[CH:29]=[N:30][CH:31]=[C:32]([CH:54]=3)[CH2:33][CH2:34][C:35]3[CH:43]=[C:39]([NH:40][C:41]=1[N:42]=2)[CH:38]=[CH:37][C:36]=3[O:44][CH2:45][C:46](=[O:53])[N:47]1[CH2:52][CH2:51][NH:50][CH2:49][CH2:48]1.[C:55]([C:57]1[CH:62]=[CH:61][CH:60]=[CH:59][C:58]=1[S:63](Cl)(=[O:65])=[O:64])#[N:56]>>[F:1][C:2]([F:7])([F:6])[C:3]([OH:5])=[O:4].[F:8][C:9]([F:14])([F:13])[C:10]([OH:12])=[O:11].[Cl:22][C:23]1[CH:24]=[N:25][C:26]2[NH:27][C:28]3[CH:29]=[N:30][CH:31]=[C:32]([CH:54]=3)[CH2:33][CH2:34][C:35]3[CH:43]=[C:39]([NH:40][C:41]=1[N:42]=2)[CH:38]=[CH:37][C:36]=3[O:44][CH2:45][C:46]([N:47]1[CH2:52][CH2:51][N:50]([S:63]([C:58]2[CH:59]=[CH:60][CH:61]=[CH:62][C:57]=2[C:55]#[N:56])(=[O:65])=[O:64])[CH2:49][CH2:48]1)=[O:53] |f:0.1.2.3,5.6.7|. Procedure details: The desired compound was prepared according to the procedure of Example D20, step A, using 6-chloro-12-(2-oxo-2-piperazin-1-ylethoxy)-2,4,8,18,22-pentaazatetracyclo[14.3.1.1(3,7).1(9,13)]docosa-1(20),3(22),4,6,9(21),10,12,16,18-nonaene tris(trifluoroacetate) and 2-cyanobenzenesulfonyl chloride as the starting materials in 50% yield. LCMS for C30H28ClN8O4S (M+H)+: m/z=631.0. Starting materials: C1=CC=CC=2C(C3=C(C=CC21)C=CC=C3)=C3CCNCC3 (4-(5H-dibenzo[a,d]cyclohepten-5-ylidene)piperidine), C(C=C)(=O)OCC (ethyl acrylate). Solvent: C(C)O (ethanol). The product is C1=CC=CC=2C(C3=C(C=CC21)C=CC=C3)=C3CCN(CC3)CCC(=O)OCC (Ethyl 4-(5H-dibenzo[a,d]cyclohepten-5-ylidene)-1-piperidinepropionate). As a reaction SMILES: [CH:1]1[C:11]2[CH:10]=[CH:9][C:8]3[CH:12]=[CH:13][CH:14]=[CH:15][C:7]=3[C:6](=[C:16]3[CH2:21][CH2:20][NH:19][CH2:18][CH2:17]3)[C:5]=2[CH:4]=[CH:3][CH:2]=1.[C:22]([O:26][CH2:27][CH3:28])(=[O:25])[CH:23]=[CH2:24]>C(O)C>[CH:1]1[C:11]2[CH:10]=[CH:9][C:8]3[CH:12]=[CH:13][CH:14]=[CH:15][C:7]=3[C:6](=[C:16]3[CH2:17][CH2:18][N:19]([CH2:24][CH2:23][C:22]([O:26][CH2:27][CH3:28])=[O:25])[CH2:20][CH2:21]3)[C:5]=2[CH:4]=[CH:3][CH:2]=1. Reported procedure: A mixture of 4.00 g of 4-(5H-dibenzo[a,d]cyclohepten-5-ylidene)piperidine, 2.1 ml of ethyl acrylate and 20 ml of ethanol was refluxed for 1 hr and concentrated to give 5.35 g of colorless liquid. The liquid was purified by column chromatography on silica gel (eluent: chloroform) to give 5.3 g of colorless solid, which was recrystallized from n-hexane to give colorless crystals, mp 66°-67° C. Reactants: NC1=NC(=CC(=N1)N1CCC2(C[C@H](N(C2)C(=O)OC(C)(C)C)C(=O)OCC)CC1)O[C@@H](C(F)(F)F)C1=C(C=C(C=C1)Cl)C1=CC(=CC=C1)S(=O)(=O)C ((S)-2-tert-butyl 3-ethyl 8-(2-amino-6-((R)-1-(5-chloro-3′-(methylsulfonyl)-[1,1′-biphenyl]-2-yl)-2,2,2-trifluoroethoxy)pyrimidin-4-yl)-2,8-diazaspiro[4.5]decane-2,3-dicarboxylate), C(CCC)[Sn](C=CC)(CCCC)CCCC (tributyl(prop-1-enyl)stannane), [F-].[Cs+] (CsF). The reagents and catalysts are CC(C)(C)P(C(C)(C)C)C(C)(C)C.CC(C)(C)P(C(C)(C)C)C(C)(C)C.[Pd] (Pd(t-Bu3P)2). Run in CN(C)C=O (DMF). Reaction conditions: temperature 130 celsius. Yields the product NC1=NC(=CC(=N1)N1CCC2(C[C@H](N(C2)C(=O)OC(C)(C)C)C(=O)OCC)CC1)O[C@@H](C(F)(F)F)C1=C(C=C(C=C1)\C=C\C)C1=CC(=CC=C1)S(=O)(=O)C ((S)-2-tert-butyl 3-ethyl 8-(2-amino-6-((R)-2,2,2-trifluoro-1-(3′-(methylsulfonyl)-5-((E)-prop-1-en-1-yl)-[1,1′-biphenyl]-2-yl)ethoxy)pyrimidin-4-yl)-2,8-diazaspiro[4.5]decane-2,3-dicarboxylate). Reaction SMILES: [NH2:1][C:2]1[N:7]=[C:6]([N:8]2[CH2:29][CH2:28][C:11]3([CH2:15][N:14]([C:16]([O:18][C:19]([CH3:22])([CH3:21])[CH3:20])=[O:17])[C@H:13]([C:23]([O:25][CH2:26][CH3:27])=[O:24])[CH2:12]3)[CH2:10][CH2:9]2)[CH:5]=[C:4]([O:30][C@H:31]([C:36]2[CH:41]=[CH:40][C:39](Cl)=[CH:38][C:37]=2[C:43]2[CH:48]=[CH:47][CH:46]=[C:45]([S:49]([CH3:52])(=[O:51])=[O:50])[CH:44]=2)[C:32]([F:35])([F:34])[F:33])[N:3]=1.[CH2:53]([Sn](CCCC)(CCCC)C=CC)[CH2:54][CH2:55]C.[F-].[Cs+]>CN(C=O)C.CC(P(C(C)(C)C)C(C)(C)C)(C)C.CC(P(C(C)(C)C)C(C)(C)C)(C)C.[Pd]>[NH2:1][C:2]1[N:7]=[C:6]([N:8]2[CH2:29][CH2:28][C:11]3([CH2:15][N:14]([C:16]([O:18][C:19]([CH3:22])([CH3:21])[CH3:20])=[O:17])[C@H:13]([C:23]([O:25][CH2:26][CH3:27])=[O:24])[CH2:12]3)[CH2:10][CH2:9]2)[CH:5]=[C:4]([O:30][C@H:31]([C:36]2[CH:41]=[CH:40][C:39](/[CH:53]=[CH:54]/[CH3:55])=[CH:38][C:37]=2[C:43]2[CH:48]=[CH:47][CH:46]=[C:45]([S:49]([CH3:52])(=[O:51])=[O:50])[CH:44]=2)[C:32]([F:35])([F:34])[F:33])[N:3]=1 |f:2.3,5.6.7|. Procedure details: To a solution (S)-2-tert-butyl 3-ethyl 8-(2-amino-6-((R)-1-(5-chloro-3′-(methylsulfonyl)-[1,1′-biphenyl]-2-yl)-2,2,2-trifluoroethoxy)pyrimidin-4-yl)-2,8-diazaspiro[4.5]decane-2,3-dicarboxylate (500 mg, 0.65 mmol) in DMF (10 mL) was added tributyl(prop-1-enyl)stannane (258 mg, 0.78 mmol), Pd(t-Bu3P)2 (33 mg, 0.065 mmol), and CsF (217 mg, 1.43 mmol). The reaction was heated to 130° C. in a sealed tube for 3 h, then cooled to RT, and partitioned between water and CH2Cl2. The combined organic layers... Starting materials: Intermediate 223, FC(C(=O)O)(F)F.C[C@H](CCC)OC=1NC(=C2N=C(N=C2N1)OC)N (2-{[(R) —-methylbutyl]oxy}-8-(methyloxy)-1H-purin-6-amine trifluoroacetate), BrCCCCC1CC(OCC1)(C)C (4-(4-bromobutyl)-2,2-dimethyltetrahydro-2H-pyran). Yields the product CC1(OCCC(C1)CCCCN1C2=NC(=NC(=C2N=C1OC)N)O[C@@H](CCC)C)C (9-[4-(2,2-Dimethyltetrahydro-2H-pyran-4-yl)butyl]-2-{[(1R)-1-methylbutyl]oxy}-8-(methyloxy)-9H-purin-6-amine). Reaction SMILES: FC(F)(F)C(O)=O.[CH3:8][C@@H:9]([O:13][C:14]1[NH:15][C:16]([NH2:25])=[C:17]2[C:21]([N:22]=1)=[N:20][C:19]([O:23][CH3:24])=[N:18]2)[CH2:10][CH2:11][CH3:12].Br[CH2:27][CH2:28][CH2:29][CH2:30][CH:31]1[CH2:36][CH2:35][O:34][C:33]([CH3:38])([CH3:37])[CH2:32]1>>[CH3:37][C:33]1([CH3:38])[CH2:32][CH:31]([CH2:30][CH2:29][CH2:28][CH2:27][N:20]2[C:19]([O:23][CH3:24])=[N:18][C:17]3[C:21]2=[N:22][C:14]([O:13][C@H:9]([CH3:8])[CH2:10][CH2:11][CH3:12])=[N:15][C:16]=3[NH2:25])[CH2:36][CH2:35][O:34]1 |f:0.1|. Reported procedure: Prepared similarly to Intermediate 223 from 2-{[(R) —-methylbutyl]oxy}-8-(methyloxy)-1H-purin-6-amine trifluoroacetate and 4-(4-bromobutyl)-2,2-dimethyltetrahydro-2H-pyran but conducting the alkylation over 1 hour at 60° C. As a reaction SMILES: [CH3:16][CH:17]([CH2:18][C:19]([C:20](=[O:21])[O-:22])=[O:23])[CH3:24].[CH:1]1([N:2]=[C:3]=[N:4][CH:5]2[CH2:6][CH2:7][CH2:8][CH2:9][CH2:10]2)[CH2:11][CH2:12][CH2:13][CH2:14][CH2:15]1.[Cl:47][CH2:48][Cl:49].[ClH:26].[NH2:27][CH2:28][C:29](=[O:30])[c:31]1[cH:32][cH:33][cH:34][cH:35][cH:36]1.[Na+:25].[OH:37][n:38]1[c:39]2[c:40]([cH:41][cH:42][cH:43][cH:44]2)[n:45][n:46]1>>[CH3:16][CH:17]([CH2:18][C:19]([C:20](=[O:22])[NH:27][CH2:28][C:29](=[O:30])[c:31]1[cH:32][cH:33][cH:34][cH:35][cH:36]1)=[O:23])[CH3:24]. The reactants are CC(C)CC(=O)C(=O)[O-], C(=NC1CCCCC1)=NC1CCCCC1, ClCCl, Cl, NCC(=O)c1ccccc1, [Na+], On1nnc2ccccc21. Product: CC(C)CC(=O)C(=O)NCC(=O)c1ccccc1. The reactants are CCOC(C)=O, Cc1ccccc1, CC(C)(C)OC(=O)N1CCN(S(=O)(=O)c2cc3cc(Cl)ccc3n2S(=O)(=O)c2ccccc2)CC1CC=O, OCCO. Product: CC(C)(C)OC(=O)N1CCN(S(=O)(=O)c2cc3cc(Cl)ccc3n2S(=O)(=O)c2ccccc2)CC1CC1OCCO1. RXN SMILES: [CH3:43][CH2:44][O:45][C:46](=[O:47])[CH3:48].[CH3:49][c:50]1[cH:51][cH:52][cH:53][cH:54][cH:55]1.[Cl:1][c:2]1[cH:3][c:4]2[cH:5][c:6]([S:20](=[O:21])(=[O:22])[N:23]3[CH2:24][CH:25]([CH2:36][CH:37]=[O:38])[N:26]([C:29](=[O:30])[O:31][C:32]([CH3:33])([CH3:34])[CH3:35])[CH2:27][CH2:28]3)[n:7]([S:11](=[O:12])(=[O:13])[c:14]3[cH:15][cH:16][cH:17][cH:18][cH:19]3)[c:8]2[cH:9][cH:10]1.[OH:39][CH2:40][CH2:41][OH:42]>>[Cl:1][c:2]1[cH:3][c:4]2[cH:5][c:6]([S:20](=[O:21])(=[O:22])[N:23]3[CH2:24][CH:25]([CH2:36][CH:37]4[O:38][CH2:41][CH2:40][O:39]4)[N:26]([C:29](=[O:30])[O:31][C:32]([CH3:33])([CH3:34])[CH3:35])[CH2:27][CH2:28]3)[n:7]([S:11](=[O:12])(=[O:13])[c:14]3[cH:15][cH:16][cH:17][cH:18][cH:19]3)[c:8]2[cH:9][cH:10]1.